This data is from the Open Reaction Database (ORD), a public repository of structured organic reaction records. The task is: describe an organic reaction: reactants, conditions, products, and yield The reactants are C1(=CC=CC=C1)C1=CC(=CC2=CC(=CC=C12)OCC1=CC=CC=C1)C(CCl)=O (1-Phenyl-3-chloroacetyl-6-benzyloxynaphthalene), C(=O)([O-])[O-].[Cs+].[Cs+] (Cs2CO3), C(C)(=S)O (thioacetic acid), CCO (EtOH). The solvent is CCOCC (Et2O). Run at time 1 hour. The product is C1(=CC=CC=C1)C1=CC(=CC2=CC(=CC=C12)OCC1=CC=CC=C1)C(CC)=S (1-Phenyl-3-methylthioacetyl-6-benzyloxynaphthalene). As a reaction SMILES: [C:1]1([C:7]2[C:16]3[C:11](=[CH:12][C:13]([O:17][CH2:18][C:19]4[CH:24]=[CH:23][CH:22]=[CH:21][CH:20]=4)=[CH:14][CH:15]=3)[CH:10]=C(C(=O)CCl)[CH:8]=2)[CH:6]=[CH:5][CH:4]=[CH:3][CH:2]=1.C([O-])([O-])=O.[Cs+].[Cs+].[C:35](O)(=[S:37])[CH3:36].[CH3:39][CH2:40]O>CCOCC>[C:1]1([C:7]2[C:16]3[C:11](=[CH:12][C:13]([O:17][CH2:18][C:19]4[CH:24]=[CH:23][CH:22]=[CH:21][CH:20]=4)=[CH:14][CH:15]=3)[CH:10]=[C:36]([C:35](=[S:37])[CH2:39][CH3:40])[CH:8]=2)[CH:6]=[CH:5][CH:4]=[CH:3][CH:2]=1 |f:1.2.3|. Reported procedure: A mixture of chloroacetyl derivative from Step 3 (150 mg), Cs2CO3 (75 mg), thioacetic acid (30 μL) in EtOH (10 mL) was stirred at r.t. for 1 hr. The reaction mixture was diluted with Et2O, washed with pH 7 buffer solution, brine and the solvent evaporated. The residue was dissolved in MeOH, NaOMe (1M, 3 drops) and MeI (50 μL) was added. The mixture was stirred at r.t. for 3 hr. and diluted with a saturated NH4Cl solution and Et2O. The organic phase was separated, washed with H2O, brine, dried ov... Solvent: N1=CC=CC=C1 (pyridine). Starting materials: P(=O)([O-])([O-])[O-].[K+].[K+].[K+] (potassium phosphate), FC=1C(=NC=CC1)N1CCC(CC1)(C#N)O (3′-Fluoro-4-hydroxy-3,4,5,6-tetrahydro-2H-[1,2′]bipyridinyl-4-carbonitrile), ice water, P(=O)(Cl)(Cl)Cl (Phosphorus oxychloride). As a reaction SMILES: [F:1][C:2]1[C:3]([N:8]2[CH2:13][CH2:12][C:11](O)([C:14]#[N:15])[CH2:10][CH2:9]2)=[N:4][CH:5]=[CH:6][CH:7]=1.P(Cl)(Cl)(Cl)=O.P([O-])([O-])([O-])=O.[K+].[K+].[K+]>N1C=CC=CC=1>[F:1][C:2]1[C:3]([N:8]2[CH2:9][CH:10]=[C:11]([C:14]#[N:15])[CH2:12][CH2:13]2)=[N:4][CH:5]=[CH:6][CH:7]=1 |f:2.3.4.5|. Run at temperature 0 celsius, time 8 hour. The product is FC=1C(=NC=CC1)N1CCC(=CC1)C#N (3′-Fluoro-3,6-dihydro-2H-[1,2′]bipyridinyl-4-carbonitrile). Reported procedure: 3′-Fluoro-4-hydroxy-3,4,5,6-tetrahydro-2H-[1,2′]bipyridinyl-4-carbonitrile 19 (100 g, 450.2 mMol) was dissolved in dry pyridine (1,000 mL) and cooled to 0° C. under nitrogen. Phosphorus oxychloride (85 mL, 940 mMol) was added dropwise ensuring the temperature did not rise above 10° C. during the addition, and the resulting mixture stirred at 0° C. overnight using a lagged cooling bath. The mixture was cautiously poured into ice-water (3,000 mL) with stirring, and the pH adjusted to 6.0 using pot... The yield is 71.0%.